From a dataset of the Open Reaction Database (ORD), a public repository of structured organic reaction records. describe an organic reaction: reactants, conditions, products, and yield Reactants: Cc1nnc(-c2cc3c(OCC4CO4)cccc3o2)o1, COc1ccc(C2CCNCC2)cc1OC. Yields the product COc1ccc(C2CCN(CC(O)COc3cccc4oc(-c5nnc(C)o5)cc34)CC2)cc1OC. RXN SMILES: [CH2:1]([CH:2]1[CH2:3][O:4]1)[O:5][c:6]1[cH:7][cH:8][cH:9][c:10]2[o:11][c:12](-[c:15]3[n:16][n:17][c:18]([CH3:20])[o:19]3)[cH:13][c:14]12.[CH3:21][O:22][c:23]1[cH:24][c:25]([CH:31]2[CH2:32][CH2:33][NH:34][CH2:35][CH2:36]2)[cH:26][cH:27][c:28]1[O:29][CH3:30]>>[CH2:1]([CH:2]([CH2:3][N:34]1[CH2:33][CH2:32][CH:31]([c:25]2[cH:24][c:23]([O:22][CH3:21])[c:28]([O:29][CH3:30])[cH:27][cH:26]2)[CH2:36][CH2:35]1)[OH:4])[O:5][c:6]1[cH:7][cH:8][cH:9][c:10]2[o:11][c:12](-[c:15]3[n:16][n:17][c:18]([CH3:20])[o:19]3)[cH:13][c:14]12. The reactants are BrC1=CC(=C(C=C1)NC(=O)C=1NC=C(N1)C#N)C1=CCCCC1 (4-cyano-1H-imidazole-2-carboxylic acid (4-bromo-2-cyclohex-1-enyl-phenyl)-amide), S1CCC(CC1)=O (tetrahydro-thiopyran-4-one). Run in CO.C(Cl)Cl (MeOH DCM). Product: C1(=CCCCC1)C1=C(C=CC(=C1)C1(CCSCC1)O)NC(=O)C=1NC=C(N1)C#N (4-Cyano-1H-imidazole-2-carboxylic acid [2-cyclohex-1-enyl-4-(4-hydroxy-tetrahydro-thiopyran-4-yl)-phenyl]-amide). The yield is 62.0%. Reaction SMILES: Br[C:2]1[CH:7]=[CH:6][C:5]([NH:8][C:9]([C:11]2[NH:12][CH:13]=[C:14]([C:16]#[N:17])[N:15]=2)=[O:10])=[C:4]([C:18]2[CH2:23][CH2:22][CH2:21][CH2:20][CH:19]=2)[CH:3]=1.[S:24]1[CH2:29][CH2:28][C:27](=[O:30])[CH2:26][CH2:25]1>CO.C(Cl)Cl>[C:18]1([C:4]2[CH:3]=[C:2]([C:27]3([OH:30])[CH2:28][CH2:29][S:24][CH2:25][CH2:26]3)[CH:7]=[CH:6][C:5]=2[NH:8][C:9]([C:11]2[NH:12][CH:13]=[C:14]([C:16]#[N:17])[N:15]=2)=[O:10])[CH2:23][CH2:22][CH2:21][CH2:20][CH:19]=1 |f:2.3|. Reported procedure: The title compound was prepared by the procedure of Example 11 using 4-cyano-1H-imidazole-2-carboxylic acid (4-bromo-2-cyclohex-1-enyl-phenyl)-amide (as prepared in the previous step, 120 mg, 0.323 mmol) and tetrahydro-thiopyran-4-one (188 mg, 1.62 mmol). Silica gel chromatography (1-3% MeOH/DCM) afforded the title compound (82.3 mg, 62%) as a white solid. 1H-NMR (CDCl3; 400 MHz): δ 12.56 (s, 1H), 9.66 (s, 1H), 8.29 (d, 1H, J=8.6 Hz), 7.74 (d, 1H, J=2.5 Hz), 7.42 (dd, 1H, J=8.6, 2.3 Hz), 7.33 (d... Reported procedure: To a stirred slurry of 1-[(2-ethoxycarbonyl)ethyl]-3-hydroxy-6-methylpyrazinone (2-6) (3.8 g, 16.8 mmol) in 20 mL of dichloromethane, phosphorous oxybromide (5.8 g, 20.2 mmol) was added at 50° C. under a steady stream of N2. The resulting mixture was stirred for 2 hours. The reaction mixture was allowed to cool to room temperature and stirring was continued overnight. The mixture was diluted with 30 mL of chloroform and 30 mL of cold water, basified with ammonium hydroxide, and extracted with 30... Starting materials: CCOC(=O)CCN1C(C(=NC=C1C)O)=O (1-[(2-ethoxycarbonyl)ethyl]-3-hydroxy-6-methylpyrazinone), P(=O)(Br)(Br)Br (phosphorous oxybromide), N#N (N2), [OH-].[NH4+] (ammonium hydroxide). Conditions: time 2 hour. The yield is 78.2%. The product is CCOC(=O)CCN1C(C(=NC=C1C)Br)=O (1-[(2-Ethoxycarbonyl)ethyl]-3-bromo-6-methylpyrazinone). Run in ClCCl (dichloromethane), C(Cl)(Cl)Cl (chloroform), O (water). RXN SMILES: [CH3:1][CH2:2][O:3][C:4]([CH2:6][CH2:7][N:8]1[C:13]([CH3:14])=[CH:12][N:11]=[C:10](O)[C:9]1=[O:16])=[O:5].P(Br)(Br)([Br:19])=O.N#N.[OH-].[NH4+]>ClCCl.C(Cl)(Cl)Cl.O>[CH3:1][CH2:2][O:3][C:4]([CH2:6][CH2:7][N:8]1[C:13]([CH3:14])=[CH:12][N:11]=[C:10]([Br:19])[C:9]1=[O:16])=[O:5] |f:3.4|. Starting materials: C[Si](C)(C)CCCBr, CN(C)P(=O)(N(C)C)N(C)C, CCOC(=O)c1ccc(N)cc1. Yields the product CCOC(=O)c1ccc(NCCC[Si](C)(C)C)cc1. RXN SMILES: [CH3:1][Si:2]([CH2:3][CH2:4][CH2:5][Br:6])([CH3:7])[CH3:8].[CH3:21][N:22]([P:23]([N:24]([CH3:25])[CH3:26])([N:27]([CH3:28])[CH3:29])=[O:30])[CH3:31].[CH3:9][CH2:10][O:11][C:12](=[O:13])[c:14]1[cH:15][cH:16][c:17]([NH2:18])[cH:19][cH:20]1>>[CH3:1][Si:2]([CH2:3][CH2:4][CH2:5][NH:18][c:17]1[cH:16][cH:15][c:14]([C:12]([O:11][CH2:10][CH3:9])=[O:13])[cH:20][cH:19]1)([CH3:7])[CH3:8]. Starting materials: N (ammonia), BrC1=C(OCC(=O)OC)C(=CC(=C1)C1=C2C=CC=CC2=C(C2=C1C1=C(S2)C=CC=C1)Br)Br ([2,6-dibromo-4-(6-bromo-benzo[b]naphtho[2,3-d]thiophen-11-yl)-phenoxy]-acetic acid, methyl ester). Run in CO (Methanol). Reaction conditions: time 2 day. The product is BrC1=C(OCC(=O)N)C(=CC(=C1)C1=C2C=CC=CC2=C(C2=C1C1=C(S2)C=CC=C1)Br)Br (2,6-Dibromo-4-(6-bromo-benzo[b]naphtho[2,3-d]thiophen-11-yl)-phenoxyl-acetamide), solid. The yield is 45.0%. As a reaction SMILES: [NH3:1].[Br:2][C:3]1[CH:14]=[C:13]([C:15]2[C:24]3[C:25]4[CH:31]=[CH:30][CH:29]=[CH:28][C:26]=4[S:27][C:23]=3[C:22]([Br:32])=[C:21]3[C:16]=2[CH:17]=[CH:18][CH:19]=[CH:20]3)[CH:12]=[C:11]([Br:33])[C:4]=1[O:5][CH2:6][C:7](OC)=[O:8]>CO>[Br:2][C:3]1[CH:14]=[C:13]([C:15]2[C:24]3[C:25]4[CH:31]=[CH:30][CH:29]=[CH:28][C:26]=4[S:27][C:23]=3[C:22]([Br:32])=[C:21]3[C:16]=2[CH:17]=[CH:18][CH:19]=[CH:20]3)[CH:12]=[C:11]([Br:33])[C:4]=1[O:5][CH2:6][C:7]([NH2:1])=[O:8]. Procedure: Methanol (10 mL) was purged with ammonia gas for 10 min at 0° C. [2,6-dibromo-4-(6-bromo-benzo[b]naphtho[2,3-d]thiophen-11-yl)-phenoxy]-acetic acid, methyl ester (0.50 g, 0.787 mmol) was added and the vessel was sealed, warmed to room temperature and stirred for two days. The reaction mixture was concentrated, diluted with ether and filtered. The solid was boiled in ethyl acetate (8 mL), hot filtered and washed with ethyl acteate and pentane and dried in vacou to provide the title compound as an... Reactants: O1CCCC12CNCC2 (1-oxa-7-azaspiro[4.4]nonane), CN(C)C(=[N+](C)C)ON1C2=C(C=CC=C2)N=N1.[B-](F)(F)(F)F (TBTU), CCN(C(C)C)C(C)C (DIEA), C1(CC1)COC1=C(C=CC(=N1)C(=O)O)N1CC(C1)(F)F (6-cyclopropylmethoxy-5-(3,3-difluoro-azetidin-1-yl)-pyridine-2-carboxylic acid). Product: C1(CC1)COC1=C(C=CC(=N1)C(=O)N1CC2(CCCO2)CC1)N1CC(C1)(F)F ([6-Cyclopropylmethoxy-5-(3,3-difluoro-azetidin-1-yl)-pyridin-2-yl]-(1-oxa-7-aza-spiro[4.4]non-7-yl)-methanone). Reaction SMILES: [CH:1]1([CH2:4][O:5][C:6]2[N:11]=[C:10]([C:12]([OH:14])=O)[CH:9]=[CH:8][C:7]=2[N:15]2[CH2:18][C:17]([F:20])([F:19])[CH2:16]2)[CH2:3][CH2:2]1.[O:21]1[C:25]2([CH2:29][CH2:28][NH:27][CH2:26]2)[CH2:24][CH2:23][CH2:22]1.CN(C(ON1N=NC2C=CC=CC1=2)=[N+](C)C)C.[B-](F)(F)(F)F.CCN(C(C)C)C(C)C>>[CH:1]1([CH2:4][O:5][C:6]2[N:11]=[C:10]([C:12]([N:27]3[CH2:28][CH2:29][C:25]4([O:21][CH2:22][CH2:23][CH2:24]4)[CH2:26]3)=[O:14])[CH:9]=[CH:8][C:7]=2[N:15]2[CH2:18][C:17]([F:20])([F:19])[CH2:16]2)[CH2:2][CH2:3]1 |f:2.3|. Reported procedure: In analogy to the procedure described in Example 47 b), 6-cyclopropylmethoxy-5-(3,3-difluoro-azetidin-1-yl)-pyridine-2-carboxylic acid (Example 1 b)) was reacted with 1-oxa-7-azaspiro[4.4]nonane (176-12-5) in the presence of TBTU and DIEA to obtain the title compound as colorless oil; MS (EI): m/e=394.5 [MH+]. Reactants: C(#N)C1=CC=NC=C1 (4-cyanopyridine), [Na] (sodium), CNNCC1=CC=C(C=C1)Cl (1-methyl-2-p-chloro-benzylhydrazine). The solvent is CO (methanol), CO (methanol). Conditions: time 0.5 hour. Product: CN1N=C(N=C1C1=CC=NC=C1)C1=CC=C(C=C1)Cl (1-methyl-3-(p-chlorophenyl)-5-(4-pyridyl)-1,2,4-triazole). Reaction SMILES: [C:1]([C:3]1[CH:8]=[CH:7][N:6]=[CH:5][CH:4]=1)#[N:2].[Na].[CH3:10][NH:11][NH:12][CH2:13][C:14]1[CH:19]=[CH:18][C:17]([Cl:20])=[CH:16][CH:15]=1>CO>[CH3:10][N:11]1[C:1]([C:3]2[CH:8]=[CH:7][N:6]=[CH:5][CH:4]=2)=[N:2][C:13]([C:14]2[CH:19]=[CH:18][C:17]([Cl:20])=[CH:16][CH:15]=2)=[N:12]1 |^1:8|. Reported procedure: To 4-cyanopyridine (2 g.) in methanol (30 ml.) is added sodium (0.1 g.). After standing at room temperature 0.5 hour the solution is added to 1-methyl-2-p-chloro-benzylhydrazine (3.6 g.) in methanol (40 ml.). The reaction mixture is refluxed for 5 hours and concentrated to an oil which is solidified. After recrystallization from ethyl alcohol 0.5 g. of 1-methyl-3-(p-chlorophenyl)-5-(4-pyridyl)-1,2,4-triazole m.p. 191° C. is obtained.